From a dataset of the Open Reaction Database (ORD), a public repository of structured organic reaction records. describe an organic reaction: reactants, conditions, products, and yield Reactants: ClCC(C)=O (chloroacetone), CC(=O)C (acetone), C(=O)([O-])[O-].[K+].[K+] (K2CO3), CC(=O)C (acetone), OC1=CC=C2C(=CC(OC2=C1)=O)C (7-Hydroxy-4-methylcoumarin). Reagents/catalysts: [I-].[K+] (potassium iodide). The solvent is C(Cl)(Cl)Cl (CHCl3). The product is C(C(=O)C)OC1=CC=C2C(=CC(OC2=C1)=O)C (7-acetonyloxy-4-methylcoumarin). Isolated yield 97.5%. As a reaction SMILES: Cl[CH2:2][C:3](=[O:5])[CH3:4].CC(C)=O.[OH:10][C:11]1[CH:20]=[C:19]2[C:14]([C:15]([CH3:22])=[CH:16][C:17](=[O:21])[O:18]2)=[CH:13][CH:12]=1.C([O-])([O-])=O.[K+].[K+]>C(Cl)(Cl)Cl.[I-].[K+]>[CH2:2]([O:10][C:11]1[CH:20]=[C:19]2[C:14]([C:15]([CH3:22])=[CH:16][C:17](=[O:21])[O:18]2)=[CH:13][CH:12]=1)[C:3]([CH3:4])=[O:5] |f:3.4.5,7.8|. Reported procedure: A mixture of chloroacetone (26.23 mL, 30.48 g, 0.329 mol), potassium iodide (1.0 g, 6 mmol), and reagent grade acetone (dried over K2CO3, ca. 400 mL) was allowed to stand for 151/2 hours. 7-Hydroxy-4-methylcoumarin (50.0 g, 0.284 mol), anhyd. K2CO3 (45.50 g, 0.321 mol), and dry reagent grade acetone (1 L) were added and the mixture was refluxed for 24 hours with overhead stirring. The hot mixture was filtered and the precipitate was washed with acetone. The washes and the filtrate were combined ...